From a dataset of the Open Reaction Database (ORD), a public repository of structured organic reaction records. describe an organic reaction: reactants, conditions, products, and yield Reactants: C(#N)C1=CC=C(OC=2C=C(C(=O)O)C=C(C2)O)C=C1 (3-(4-cyano phenoxy)-5-hydroxy benzoic acid), C(C)OC(=O)N1CCNCC1 (piperazine-1-carboxylic acid ethyl ester). The product is C(C)OC(=O)N1CCN(CC1)C(C1=CC(=CC(=C1)O)OC1=CC=C(C=C1)C#N)=O (4-[3-(4-Cyano phenoxy)-5-hydroxy benzoyl]piperazine-1-carboxylic Acid Ethyl Ester). Isolated yield 37.4%. RXN SMILES: [C:1]([C:3]1[CH:19]=[CH:18][C:6]([O:7][C:8]2[CH:9]=[C:10]([CH:14]=[C:15]([OH:17])[CH:16]=2)[C:11]([OH:13])=O)=[CH:5][CH:4]=1)#[N:2].[CH2:20]([O:22][C:23]([N:25]1[CH2:30][CH2:29][NH:28][CH2:27][CH2:26]1)=[O:24])[CH3:21]>>[CH2:20]([O:22][C:23]([N:25]1[CH2:26][CH2:27][N:28]([C:11](=[O:13])[C:10]2[CH:14]=[C:15]([OH:17])[CH:16]=[C:8]([O:7][C:6]3[CH:5]=[CH:4][C:3]([C:1]#[N:2])=[CH:19][CH:18]=3)[CH:9]=2)[CH2:29][CH2:30]1)=[O:24])[CH3:21]. Procedure: Following the procedure of Example 5(c) 3-(4-cyano phenoxy)-5-hydroxy benzoic acid 0.9 g (3.52 mmol) and piperazine-1-carboxylic acid ethyl ester (0.556 g, 3.52 mmol) were used to afford 0.52 g of the required product. Percentage purity (LCMS): 90.2%, (M+1)=395.1+1. Reactants: BrB(Br)Br, CNc1ccc(C#Cc2nc3ccc(OC)cc3s2)cc1[N+](=O)[O-], ClCCl, [Na+], O=C([O-])O. Yields the product CNc1ccc(C#Cc2nc3ccc(O)cc3s2)cc1[N+](=O)[O-]. RXN SMILES: [B:25]([Br:26])([Br:27])[Br:28].[CH3:1][O:2][c:3]1[cH:4][c:5]2[c:6]([n:7][c:8]([C:10]#[C:11][c:12]3[cH:13][c:14]([N+:20](=[O:21])[O-:22])[c:15]([NH:16][CH3:17])[cH:18][cH:19]3)[s:9]2)[cH:23][cH:24]1.[Cl:34][CH2:35][Cl:36].[Na+:33].[O-:29][C:30]([OH:31])=[O:32]>>[OH:2][c:3]1[cH:4][c:5]2[c:6]([n:7][c:8]([C:10]#[C:11][c:12]3[cH:13][c:14]([N+:20](=[O:21])[O-:22])[c:15]([NH:16][CH3:17])[cH:18][cH:19]3)[s:9]2)[cH:23][cH:24]1. Solvent: C(C)OCC (diethyl ether), C(Cl)Cl (methylene chloride), ClCCl (dichloromethane), ClCCl (dichloromethane). Product: C(C1=CC=CC=C1)N1N=C(C2=C(C=CC=C12)NC(=O)C1=CN=C2N1C=CC(=C2)OCCOC)I (N-(1-Benzyl-3-iodo-1H-indazol-4-yl)-7-(2-methoxyethoxy)imidazo[1,2-a]pyridine-3-carboxamide). Reactants: COCCOC1=CC=2N(C=C1)C(=CN2)C(=O)O (7-(2-M ethoxyethoxy)imidazo[1,2-a]pyridine-3-carboxylic acid), C(C(=O)Cl)(=O)Cl (Oxalyl chloride), solution, C(C1=CC=CC=C1)N1N=C(C=2C(=CC=CC12)N)I (1-benzyl-3-iodo-1H-indazol-4-amine), C(C1=CC=CC=C1)N1N=C(C=2C(=CC=CC12)N)I (1-benzyl-3-iodo-1H-indazol-4-amine), C(C)(C)N(CC)C(C)C (Diisopropylethylamine). Reaction SMILES: [CH3:1][O:2][CH2:3][CH2:4][O:5][C:6]1[CH:11]=[CH:10][N:9]2[C:12]([C:15]([OH:17])=O)=[CH:13][N:14]=[C:8]2[CH:7]=1.C(Cl)(=O)C(Cl)=O.[CH2:24]([N:31]1[C:39]2[CH:38]=[CH:37][CH:36]=[C:35]([NH2:40])[C:34]=2[C:33]([I:41])=[N:32]1)[C:25]1[CH:30]=[CH:29][CH:28]=[CH:27][CH:26]=1.C(N(C(C)C)CC)(C)C>C(Cl)Cl.CN(C)C=O.C(OCC)C>[CH2:24]([N:31]1[C:39]2[C:34](=[C:35]([NH:40][C:15]([C:12]3[N:9]4[CH:10]=[CH:11][C:6]([O:5][CH2:4][CH2:3][O:2][CH3:1])=[CH:7][C:8]4=[N:14][CH:13]=3)=[O:17])[CH:36]=[CH:37][CH:38]=2)[C:33]([I:41])=[N:32]1)[C:25]1[CH:26]=[CH:27][CH:28]=[CH:29][CH:30]=1. The reagents and catalysts are CN(C=O)C (dimethylformamide). Procedure details: 7-(2-M ethoxyethoxy)imidazo[1,2-a]pyridine-3-carboxylic acid (150 mg; 0.635 mmol) was suspended in methylene chloride (2 mL), with stirring, under an atmosphere of dry nitrogen. Oxalyl chloride (0.698 mmol) was added as a 2N solution in dichloromethane (0.35 mL). A catalytic amount of dimethylformamide (1 drop) was added. The mixture was stirred until effervescence had ceased (30 minutes). 1-Benzyl-3-iodo-1H-indazol-4-amine (product of step G) (222 mg; 0.635 mmol) was added as a solution in dich... Starting materials: CCOC(C)=O, CCCCCC, COc1ccc(C(=O)OC2C(O)C=C(C)C(=O)CC2(C)C)cc1. Yields the product COc1ccc(C(=O)OC2C(OC(C)=O)C=C(C)C(=O)CC2(C)C)cc1. RXN SMILES: [CH3:24][CH2:25][O:26][C:27](=[O:28])[CH3:29].[CH3:30][CH2:31][CH2:32][CH2:33][CH2:34][CH3:35].[OH:1][CH:2]1[CH:3]=[C:4]([CH3:23])[C:5](=[O:22])[CH2:6][C:7]([CH3:20])([CH3:21])[CH:8]1[O:9][C:10]([c:11]1[cH:12][cH:13][c:14]([O:17][CH3:18])[cH:15][cH:16]1)=[O:19]>>[O:1]([CH:2]1[CH:3]=[C:4]([CH3:23])[C:5](=[O:22])[CH2:6][C:7]([CH3:20])([CH3:21])[CH:8]1[O:9][C:10]([c:11]1[cH:12][cH:13][c:14]([O:17][CH3:18])[cH:15][cH:16]1)=[O:19])[C:25]([CH3:24])=[O:26].